Dataset: the Open Reaction Database (ORD), a public repository of structured organic reaction records. Task: describe an organic reaction: reactants, conditions, products, and yield The reactants are I.CN1N=NC=2N(C1=O)C=NC2C(=N)SC (methyl 3-methyl-4-oxo-3,4-dihydroimidazo[5,1-d][1,2,3,5]tetrazine-8-carbimidothioate hydroiodide), Cl.NCC(=O)C=1SC=CC1 (2-amino-1-(thiophen-2-yl)ethanone hydrochloride), amidine. Product: I.CN1N=NC=2N(C1=O)C=NC2C(NCC(C=2SC=CC2)=O)=N (3-Methyl-4-oxo-N-(2-oxo-2-(thiophen-2-yl)ethyl)-3,4-dihydroimidazo[5,1-d][1,2,3,5]tetrazine-8-carboximidamide hydroiodide). Isolated yield 66.0%. As a reaction SMILES: [IH:1].[CH3:2][N:3]1[C:8](=[O:9])[N:7]2[CH:10]=[N:11][C:12]([C:13](SC)=[NH:14])=[C:6]2[N:5]=[N:4]1.Cl.[NH2:18][CH2:19][C:20]([C:22]1[S:23][CH:24]=[CH:25][CH:26]=1)=[O:21]>>[IH:1].[CH3:2][N:3]1[C:8](=[O:9])[N:7]2[CH:10]=[N:11][C:12]([C:13](=[NH:14])[NH:18][CH2:19][C:20](=[O:21])[C:22]3[S:23][CH:24]=[CH:25][CH:26]=3)=[C:6]2[N:5]=[N:4]1 |f:0.1,2.3,4.5|. Procedure details: Using the general procedure, the title compound was synthesized from methyl 3-methyl-4-oxo-3,4-dihydroimidazo[5,1-d][1,2,3,5]tetrazine-8-carbimidothioate hydroiodide and 2-amino-1-(thiophen-2-yl)ethanone hydrochloride, using a reaction time of 16 hours for the amidine formation. Yield 66%. δH (DMSO-d6): 9.76-9.73 (1H, m), 9.69 (1H, s), 9.49 (1H, bs), 9.22 (1H, s), 8.16 (1H, dd, J=4.9, 1.1), 8.12 (1H, dd, J=3.8, 1.1), 7.37 (1H, dd, J=4.9, 3.8), 5.17 (2H, d, J=6.3), 4.06 (3H, s). The reactants are ClCCCCC(C)=O (6-chloro-2-hexanone), C(C(=O)OCC)(=O)OCC (diethyl oxalate), CNN (methyl hydrazine). The product is ClCCCCC1=CC(=NN1C)C(=O)OCC (Ethyl 5-(4-chlorobutyl)-1-methyl-1H-pyrazole-3-carboxylate). RXN SMILES: [Cl:1][CH2:2][CH2:3][CH2:4][CH2:5][C:6](=O)[CH3:7].[C:9](OCC)(=O)[C:10]([O:12][CH2:13][CH3:14])=[O:11].[CH3:19][NH:20][NH2:21]>>[Cl:1][CH2:2][CH2:3][CH2:4][CH2:5][C:6]1[N:20]([CH3:19])[N:21]=[C:9]([C:10]([O:12][CH2:13][CH3:14])=[O:11])[CH:7]=1. Reported procedure: Ethyl 5-(4-chlorobutyl)-1-methyl-1H-pyrazole-3-carboxylate was prepared from 6-chloro-2-hexanone (50.0 g, 357 mmol) and diethyl oxalate (48.4 mL, 357 mmol) according to the procedure described in Part A of Example 19 using methyl hydrazine (19.0 mL, 357 mmol) in place of ethylhydrazine oxalate. Ethyl 5-(4-chlorobutyl)-1-methyl-1H-pyrazole-3-carboxylate was isolated as a dark oil that was used without purification in the next step.